Task: describe an organic reaction: reactants, conditions, products, and yield. Dataset: the Open Reaction Database (ORD), a public repository of structured organic reaction records The reactants are O=C1N(C2=CC=CC=C2C12COC1=CC3=C(OCCO3)C=C12)CC1=CC=C(OCC(=O)OCC)C=C1 (ethyl {4-[(2′-oxo-2,3-dihydrospiro[furo[2,3-g][1,4]benzodioxine-8,3′-indol]-1′(2′H)-yl)methyl]phenoxy}acetate), O=C1N(C2=CC=CC=C2C12C1=C(OC2)C=C2OCCC2=C1)CC=1C=C(OCC(=O)OCC)C=CC1 (ethyl {3-[(2′-oxo-5,6-dihydrospiro[benzo[1,2-b:5,4-b′]difuran-3,3′-indol]-1′(2′H)-yl)methyl]phenoxy}acetate). Procedure: Following the procedure as described in EXAMPLE 15 and making non-critical variations using ethyl {4-[(2′-oxo-2,3-dihydrospiro[furo[2,3-g][1,4]benzodioxine-8,3′-indol]-1′(2′H)-yl)methyl]phenoxy}acetate to replace ethyl {3-[(2′-oxo-5,6-dihydrospiro[benzo[1,2-b:5,4-b′]difuran-3,3′-indol]-1′(2′H)-yl)methyl]phenoxy}acetate, {4-[(2′-oxo-2,3-dihydrospiro[furo[2,3-g][1,4]benzodioxine-8,3′-indol]-1′(2′H)-yl)methyl]phenoxy}acetic acid was obtained (66%) as a colorless solid: mp 223-224° C.; 1H NMR (300 M... Reaction SMILES: [O:1]=[C:2]1[C:10]2([C:22]3[C:13](=[CH:14][C:15]4[O:20][CH2:19][CH2:18][O:17][C:16]=4[CH:21]=3)[O:12][CH2:11]2)[C:9]2[C:4](=[CH:5][CH:6]=[CH:7][CH:8]=2)[N:3]1[CH2:23][C:24]1[CH:36]=[CH:35][C:27]([O:28][CH2:29][C:30]([O:32]CC)=[O:31])=[CH:26][CH:25]=1.O=C1C2(COC3C=C4C(=CC2=3)CCO4)C2C(=CC=CC=2)N1CC1C=C(C=CC=1)OCC(OCC)=O>>[O:1]=[C:2]1[C:10]2([C:22]3[C:13](=[CH:14][C:15]4[O:20][CH2:19][CH2:18][O:17][C:16]=4[CH:21]=3)[O:12][CH2:11]2)[C:9]2[C:4](=[CH:5][CH:6]=[CH:7][CH:8]=2)[N:3]1[CH2:23][C:24]1[CH:36]=[CH:35][C:27]([O:28][CH2:29][C:30]([OH:32])=[O:31])=[CH:26][CH:25]=1. Yields the product O=C1N(C2=CC=CC=C2C12COC1=CC3=C(OCCO3)C=C12)CC1=CC=C(OCC(=O)O)C=C1 ({4-[(2′-oxo-2,3-dihydrospiro[furo[2,3-g][1,4]benzodioxine-8,3′-indol]-1′(2′H)-yl)methyl]phenoxy}acetic acid). Reactants: CCOC(=O)Cc1cc(OCc2ccccc2)ccc1Cl, CCO. Product: CCOC(=O)Cc1cc(O)ccc1Cl. As a reaction SMILES: [CH2:1]([CH3:2])[O:3][C:4]([CH2:5][c:6]1[c:7]([Cl:20])[cH:8][cH:9][c:10]([O:12][CH2:13][c:14]2[cH:15][cH:16][cH:17][cH:18][cH:19]2)[cH:11]1)=[O:21].[CH3:22][CH2:23][OH:24]>>[CH2:1]([CH3:2])[O:3][C:4]([CH2:5][c:6]1[c:7]([Cl:20])[cH:8][cH:9][c:10]([OH:12])[cH:11]1)=[O:21]. Starting materials: solution, C(CCC)[Li] (n-butyllithium), CCCCCC (hexane), C(C)OC(C#C)OCC (Propargylaldehyde diethylacetal), CON(C(C)=O)C (N-methoxy-N-methylacetamide). Run in C1CCOC1 (THF), C1CCOC1 (THF). Run at temperature -70 celsius, time 30 minute. The product is C(C)OC(C#CC(C)=O)OCC (5,5-Diethoxy-pent-3-yn-2-one). Yield: 72.5%. Reaction SMILES: [CH2:1]([O:3][CH:4]([O:7][CH2:8][CH3:9])[C:5]#[CH:6])[CH3:2].C([Li])CCC.CCCCCC.CON(C)[C:24](=[O:26])[CH3:25]>C1COCC1>[CH2:1]([O:3][CH:4]([O:7][CH2:8][CH3:9])[C:5]#[C:6][C:24](=[O:26])[CH3:25])[CH3:2]. Reported procedure: Propargylaldehyde diethylacetal (40 g, 312 mmol) was dissolved in THF (200 mL) under argon and cooled to −70° C. Then a 1.6 M solution of n-butyllithium in hexane (234 mL, 374 mmol) was added and stirring continued for 30 min at −30° C. Then N-methoxy-N-methylacetamide (38.6 g, 374 mmol) in THF (10 mL) was added. After 30 min at −30° C., the reaction was quenched by addition of saturated NH4Cl solution (20 mL). The product was extracted with AcOEt (2×200 mL), saturated solution of NH4Cl (2×200 m... Reactants: CN=C=O (methyl isocyanate), ClC1=C(C=CC(=C1)Cl)C(CN1C=NC=C1)O (1-(2,4-dichlorophenyl)-1-hydroxy-2-(imidazol-1-yl)-ethane). The reagents and catalysts are C(CCCCCCCCCCC)(=O)[O-].C(CCCCCCCCCCC)(=O)[O-].C(CCC)[Sn+2]CCCC (dibutyl-tin dilaurate). Solvent: C1=CC=CC=C1 (benzene). The product is ClC1=C(C=CC(=C1)Cl)C(CN1C=NC=C1)OC(NC)=O (1-(2,4-dichlorophenyl)-2-(imidazol-1-yl)-methylcarbamoyloxy-ethane). The yield is 81.2%. As a reaction SMILES: [CH3:1][N:2]=[C:3]=[O:4].[Cl:5][C:6]1[CH:11]=[C:10]([Cl:12])[CH:9]=[CH:8][C:7]=1[CH:13]([OH:20])[CH2:14][N:15]1[CH:19]=[CH:18][N:17]=[CH:16]1>C([O-])(=O)CCCCCCCCCCC.C([O-])(=O)CCCCCCCCCCC.C([Sn+2]CCCC)CCC.C1C=CC=CC=1>[Cl:5][C:6]1[CH:11]=[C:10]([Cl:12])[CH:9]=[CH:8][C:7]=1[CH:13]([O:20][C:3](=[O:4])[NH:2][CH3:1])[CH2:14][N:15]1[CH:19]=[CH:18][N:17]=[CH:16]1 |f:2.3.4|. Procedure: 5.7 g (0.1 mol) of methyl isocyanate and a few drops of dibutyl-tin dilaurate were added to 25.8 g (0.1 mol) of 1-(2,4-dichlorophenyl)-1-hydroxy-2-(imidazol-1-yl)-ethane in 250 ml of benzene, while stirring. The mixture was stirred overnight at 60°-65° C. It was then allowed to cool and the crystalline precipitate was filtered off and rinsed with ether. 25.5 g (81% of theory) of 1-(2,4-dichlorophenyl)-2-(imidazol-1-yl)-methylcarbamoyloxy-ethane of melting point 106°-108° C. were obtained. Reactants: B, C1CCOC1, O=C(O)c1ccccc1, O=C(O)c1cccc(-c2cccnc2)c1. Yields the product OCc1cccc(-c2cccnc2)c1. Reaction SMILES: [BH3:16].[CH2:26]1[O:27][CH2:28][CH2:29][CH2:30]1.[OH:17][C:18]([c:19]1[cH:20][cH:21][cH:22][cH:23][cH:24]1)=[O:25].[n:1]1[cH:2][c:3](-[c:7]2[cH:8][c:9]([C:10](=[O:11])[OH:12])[cH:13][cH:14][cH:15]2)[cH:4][cH:5][cH:6]1>>[n:1]1[cH:2][c:3](-[c:7]2[cH:8][c:9]([CH2:10][OH:11])[cH:13][cH:14][cH:15]2)[cH:4][cH:5][cH:6]1. Starting materials: C(=O)(O)[O-].[Na+] (NaHCO3), CN(C(OC(C)(C)C)=O)[C@@H]1CNCC1 ((S)-tert-butyl methyl(pyrrolidin-3-yl)carbamate), BrC=1C=C2C(=NC1[C@H](C)N)C=CN2C ((S)-1-(6-bromo-1-methyl-1H-pyrrolo[3,2-b]pyridin-5-yl)ethanamine), CC(C)(C)[O-].[K+] (potassium 2-methylpropan-2-olate). The solvent is O1CCOCC1 (dioxane), CCOC(=O)C (EtOAc). Run at temperature 90 celsius. Yields the product N[C@@H](C)C1=C(C=C2C(=N1)C=CN2C)N2C[C@H](CC2)N(C(OC(C)(C)C)=O)C (tert-Butyl ((S)-1-(5-((S)-1-aminoethyl)-1-methyl-1H-pyrrolo[3,2-b]pyridin-6-yl)pyrrolidin-3-yl)(methyl)carbamate). Isolated yield 49.3%. RXN SMILES: [CH3:1][N:2]([C@H:10]1[CH2:14][CH2:13][NH:12][CH2:11]1)[C:3](=[O:9])[O:4][C:5]([CH3:8])([CH3:7])[CH3:6].Br[C:16]1[CH:17]=[C:18]2[N:27]([CH3:28])[CH:26]=[CH:25][C:19]2=[N:20][C:21]=1[C@@H:22]([NH2:24])[CH3:23].CC([O-])(C)C.[K+].C([O-])(O)=O.[Na+]>CCOC(C)=O.O1CCOCC1>[NH2:24][C@H:22]([C:21]1[N:20]=[C:19]2[CH:25]=[CH:26][N:27]([CH3:28])[C:18]2=[CH:17][C:16]=1[N:12]1[CH2:13][CH2:14][C@H:10]([N:2]([CH3:1])[C:3](=[O:9])[O:4][C:5]([CH3:8])([CH3:6])[CH3:7])[CH2:11]1)[CH3:23] |f:2.3,4.5|. Procedure details: To a 50 mL pear flask were added (S)-tert-butyl methyl(pyrrolidin-3-yl)carbamate (235 mg, 1.173 mmol) and (S)-1-(6-bromo-1-methyl-1H-pyrrolo[3,2-b]pyridin-5-yl)ethanamine (166 mg, 0.652 mmol). After evacuating the flask and flushing it with nitrogen, the flask was charged with dioxane (1.7 mL) and potassium 2-methylpropan-2-olate (1.0 M in THF, 1.4 mL, 1.4 mmol). The mixture was then heated to 90° C. for 1 hour. After cooling, the mixture was worked up with saturated NaHCO3 and EtOAc. The organi... Reactants: ClC=1OC(=C(N1)C(F)(F)F)C(=O)OCC (ethyl 2-chloro-4-trifluoromethyl-5-oxazolecarboxylate), N1=CNC2=C1C=CC=C2 (benzimidazole). The solvent is C(C)OCC (ethyl ether). The product is N1(C=NC2=C1C=CC=C2)C=2OC(=C(N2)C(F)(F)F)C(=O)OCC (Ethyl 2-(1H-benzimidazol-1yl)-4-(trifluoromethyl)5-oxazolecarboxylate). Yield: 41.0%. Reaction SMILES: Cl[C:2]1[O:3][C:4]([C:11]([O:13][CH2:14][CH3:15])=[O:12])=[C:5]([C:7]([F:10])([F:9])[F:8])[N:6]=1.[N:16]1[C:20]2[CH:21]=[CH:22][CH:23]=[CH:24][C:19]=2[NH:18][CH:17]=1>C(OCC)C>[N:16]1([C:2]2[O:3][C:4]([C:11]([O:13][CH2:14][CH3:15])=[O:12])=[C:5]([C:7]([F:10])([F:9])[F:8])[N:6]=2)[C:20]2[CH:21]=[CH:22][CH:23]=[CH:24][C:19]=2[N:18]=[CH:17]1. Procedure: A reaction vessel was charged with 5 g (21 mmol) ethyl 2-chloro-4-trifluoromethyl-5-oxazolecarboxylate and 4.96 g (42 mmol) benzimidazole. This mixture without solvent was heated at a temperature of about 100°-110° C. for 30 hours. The mixture was cooled to room temperature. This mixture was slurried in ethyl ether, washed with 5% hydrochloric acid, and then washed with large amounts of water, at which time a white precipitate began to form. A yellow filtrate was separated from 2.1 g of the prec... The reactants are CO, CCOC(=O)CCc1ccc(OC)c(F)c1, [Na+], [OH-]. The product is COc1ccc(CCC(=O)O)cc1F. RXN SMILES: [CH3:19][OH:20].[F:1][c:2]1[cH:3][c:4]([CH2:10][CH2:11][C:12](=[O:13])[O:14][CH2:15][CH3:16])[cH:5][cH:6][c:7]1[O:8][CH3:9].[Na+:18].[OH-:17]>>[F:1][c:2]1[cH:3][c:4]([CH2:10][CH2:11][C:12](=[O:13])[OH:14])[cH:5][cH:6][c:7]1[O:8][CH3:9].